From a dataset of the Open Reaction Database (ORD), a public repository of structured organic reaction records. describe an organic reaction: reactants, conditions, products, and yield Reactants: COC(C1=CC(=C(C=C1)\C=C\S(=O)(=O)C)OCCC=1C=C(C=CC1)C)=O (4-((E)-2-Methanesulfonyl-vinyl)-3-(2-m-tolyl-ethoxy)-benzoic acid methyl ester), [H][H] (hydrogen). The reagents and catalysts are [Pd] (Pd/C). Solvent: CO (methanol). The product is COC(C1=CC(=C(C=C1)CCS(=O)(=O)C)OCCC=1C=C(C=CC1)C)=O (4-(2-Methanesulfonyl-ethyl)-3-(2-m-tolyl-ethoxy)-benzoic acid methyl ester). Isolated yield 99.5%. As a reaction SMILES: [CH3:1][O:2][C:3](=[O:26])[C:4]1[CH:9]=[CH:8][C:7](/[CH:10]=[CH:11]/[S:12]([CH3:15])(=[O:14])=[O:13])=[C:6]([O:16][CH2:17][CH2:18][C:19]2[CH:20]=[C:21]([CH3:25])[CH:22]=[CH:23][CH:24]=2)[CH:5]=1.[H][H]>[Pd].CO>[CH3:1][O:2][C:3](=[O:26])[C:4]1[CH:9]=[CH:8][C:7]([CH2:10][CH2:11][S:12]([CH3:15])(=[O:14])=[O:13])=[C:6]([O:16][CH2:17][CH2:18][C:19]2[CH:20]=[C:21]([CH3:25])[CH:22]=[CH:23][CH:24]=2)[CH:5]=1. Procedure details: 250 mg of 4-((E)-2-Methanesulfonyl-vinyl)-3-(2-m-tolyl-ethoxy)-benzoic acid methyl ester were dissolved using 10 ml of methanol and hydrogenated under an 1.5 bar atmosphere of hydrogen using 50 mg of Pd/C (10%, 50% water) for 30 minutes. The catalyst was then removed by filtration and the solution evaporated to yield 250 mg of the title compound that was used without further purification. Reactants: CO, Clc1ccc(OCC2CO2)cc1, FC(F)(F)c1ccc(OCC2CCCNC2)cc1. Product: OC(COc1ccc(Cl)cc1)CN1CCCC(COc2ccc(C(F)(F)F)cc2)C1. As a reaction SMILES: [CH3:31][OH:32].[Cl:1][c:2]1[cH:3][cH:4][c:5]([O:6][CH2:7][CH:8]2[O:9][CH2:10]2)[cH:11][cH:12]1.[F:13][C:14]([c:15]1[cH:16][cH:17][c:18]([O:19][CH2:20][CH:21]2[CH2:22][NH:23][CH2:24][CH2:25][CH2:26]2)[cH:27][cH:28]1)([F:29])[F:30]>>[Cl:1][c:2]1[cH:3][cH:4][c:5]([O:6][CH2:7][CH:8]([OH:9])[CH2:10][N:23]2[CH2:22][CH:21]([CH2:20][O:19][c:18]3[cH:17][cH:16][c:15]([C:14]([F:13])([F:29])[F:30])[cH:28][cH:27]3)[CH2:26][CH2:25][CH2:24]2)[cH:11][cH:12]1. Reactants: O=C([O-])[O-], Cc1ccccc1, CCOC(C)=O, Clc1cccc(Cl)n1, [Cs+], [Cs+], Nc1nccs1. Yields the product Clc1cccc(Nc2nccs2)n1. RXN SMILES: [C:15](=[O:16])([O-:17])[O-:18].[CH3:21][c:22]1[cH:23][cH:24][cH:25][cH:26][cH:27]1.[CH3:28][CH2:29][O:30][C:31](=[O:32])[CH3:33].[Cl:7][c:8]1[n:9][c:10]([Cl:14])[cH:11][cH:12][cH:13]1.[Cs+:19].[Cs+:20].[NH2:1][c:2]1[s:3][cH:4][cH:5][n:6]1>>[NH:1]([c:2]1[s:3][cH:4][cH:5][n:6]1)[c:10]1[n:9][c:8]([Cl:7])[cH:13][cH:12][cH:11]1. Starting materials: C=CC(=O)OCC, O=C(Cl)c1ccccc1, CC(=O)[O-], CC(=O)[O-], CCCCN(CCCC)CCCC, Cc1ccccc1, [Pd+2]. Yields the product CCOC(=O)C=Cc1ccccc1. Reaction SMILES: [C:10]([CH:11]=[CH2:12])(=[O:13])[O:14][CH2:15][CH3:16].[C:1]([c:2]1[cH:3][cH:4][cH:5][cH:6][cH:7]1)([Cl:8])=[O:9].[C:30]([O-:31])(=[O:32])[CH3:33].[C:35]([O-:36])(=[O:37])[CH3:38].[CH2:17]([N:18]([CH2:19][CH2:20][CH2:21][CH3:22])[CH2:23][CH2:24][CH2:25][CH3:26])[CH2:27][CH2:28][CH3:29].[CH3:39][c:40]1[cH:41][cH:42][cH:43][cH:44][cH:45]1.[Pd+2:34]>>[CH:1]([c:2]1[cH:3][cH:4][cH:5][cH:6][cH:7]1)=[CH:11][C:10](=[O:13])[O:14][CH2:15][CH3:16]. Starting materials: CCOC(=O)N=NC(=O)OCC, O=C(OCc1ccccc1)C(O)Cc1ccccc1, CC(C)(C)OC(=O)NNC(=O)c1ccc(O)cc1, c1ccc(P(c2ccccc2)c2ccccc2)cc1. Product: CC(C)(C)OC(=O)NNC(=O)c1ccc(OC(Cc2ccccc2)C(=O)OCc2ccccc2)cc1. As a reaction SMILES: [O:57]=[C:58]([O:59][CH2:60][CH3:61])[N:62]=[N:63][C:64]([O:65][CH2:66][CH3:67])=[O:68].[OH:19][CH:20]([C:21](=[O:22])[O:23][CH2:24][c:25]1[cH:26][cH:27][cH:28][cH:29][cH:30]1)[CH2:31][c:32]1[cH:33][cH:34][cH:35][cH:36][cH:37]1.[OH:1][c:2]1[cH:3][cH:4][c:5]([C:6](=[O:7])[NH:8][NH:9][C:10](=[O:11])[O:12][C:13]([CH3:14])([CH3:15])[CH3:16])[cH:17][cH:18]1.[c:38]1([P:39]([c:40]2[cH:41][cH:42][cH:43][cH:44][cH:45]2)[c:46]2[cH:47][cH:48][cH:49][cH:50][cH:51]2)[cH:52][cH:53][cH:54][cH:55][cH:56]1>>[O:1]([c:2]1[cH:3][cH:4][c:5]([C:6](=[O:7])[NH:8][NH:9][C:10](=[O:11])[O:12][C:13]([CH3:14])([CH3:15])[CH3:16])[cH:17][cH:18]1)[CH:20]([C:21](=[O:22])[O:23][CH2:24][c:25]1[cH:26][cH:27][cH:28][cH:29][cH:30]1)[CH2:31][c:32]1[cH:33][cH:34][cH:35][cH:36][cH:37]1. The reactants are N (ammonia), ClC1=NC=2C=CC=CC2C2=C1N=C(N2CC(C)(O)C)NCC (1-[4-Chloro-2-(ethylamino)-1H-imidazo[4,5-c]quinolin-1-yl]-2-methylpropan-2-ol), N (ammonia), solution. Solvent: CO (methanol), CO (methanol). Conditions: temperature 150 celsius. Yields the product NC1=NC=2C=CC=CC2C2=C1N=C(N2CC(C)(O)C)NCC (1-[4-amino-2-(ethylamino)-1H-imidazo[4,5-c]quinolin-1-yl]-2-methylpropan-2-ol). RXN SMILES: Cl[C:2]1[C:11]2[N:12]=[C:13]([NH:20][CH2:21][CH3:22])[N:14]([CH2:15][C:16]([CH3:19])([OH:18])[CH3:17])[C:10]=2[C:9]2[CH:8]=[CH:7][CH:6]=[CH:5][C:4]=2[N:3]=1.[NH3:23]>CO>[NH2:23][C:2]1[C:11]2[N:12]=[C:13]([NH:20][CH2:21][CH3:22])[N:14]([CH2:15][C:16]([CH3:19])([OH:18])[CH3:17])[C:10]=2[C:9]2[CH:8]=[CH:7][CH:6]=[CH:5][C:4]=2[N:3]=1. Reported procedure: 1-[4-Chloro-2-(ethylamino)-1H-imidazo[4,5-c]quinolin-1-yl]-2-methylpropan-2-ol (2.49 g, 7.81 mmol) and ammonia (70 mL of a 7 N solution in methanol) were added to a high-pressure vessel, which was sealed and heated overnight in an oven at 150° C. An analysis by HPLC indicated the presence of starting material, and additional ammonia in methanol (10 mL) was added. The reaction was heated for four hours at 150° C. and cooled to ambient temperature. The solvent was removed under reduced pressure, a... As a reaction SMILES: [Cl:1][C:2]1[C:3]([CH2:13][OH:14])=[N:4][CH:5]=[CH:6][C:7]=1[N:8]([CH2:10][CH2:11]Cl)[CH3:9].[N+:15]([C:18]1[N:22]2[N:23]=[C:24]([SH:27])[CH:25]=[CH:26][C:21]2=[N:20][CH:19]=1)([O-:17])=[O:16].C1CCN2C(=NCCC2)CC1>CN(C)C=O.C(OCC)(=O)C>[Cl:1][C:2]1[C:3]([CH2:13][OH:14])=[N:4][CH:5]=[CH:6][C:7]=1[N:8]([CH3:9])[CH2:10][CH2:11][S:27][C:24]1[CH:25]=[CH:26][C:21]2[N:22]([C:18]([N+:15]([O-:17])=[O:16])=[CH:19][N:20]=2)[N:23]=1. Product: ClC=1C(=NC=CC1N(CCSC=1C=CC=2N(N1)C(=CN2)[N+](=O)[O-])C)CO ((3-Chloro-4-{methyl-[2-(3-nitroimidazo[1,2-b]pyridazin-6-ylsulfanyl)ethyl]amino}-pyridin-2-yl)-methanol). Yield: 71.2%. Starting materials: ClC=1C(=NC=CC1N(C)CCCl)CO ({3-chloro-4-[(2-chloro-ethyl)methylamino]pyridin-2-yl}methanol), [N+](=O)([O-])C1=CN=C2N1N=C(C=C2)S (3-nitroimidazo[1,2-b]pyridazine-6-thiol), C1CCC2=NCCCN2CC1 (DBU). The solvent is C(C)(=O)OCC (ethyl acetate), CN(C=O)C (dimethylformamide). Reaction conditions: temperature 50 celsius, time 5 hour. Reported procedure: 0.33 g (1.28 mmol) of {3-chloro-4-[(2-chloro-ethyl)methylamino]pyridin-2-yl}methanol and 0.33 g (1.68 mmol) of 3-nitroimidazo[1,2-b]pyridazine-6-thiol are dissolved in 10 ml of anhydrous dimethylformamide under an argon atmosphere, and the solution is treated with 0.25 ml (1.53 mmol) of DBU and then stirred at 50° C for 5 h. It is then cooled to room temperature and diluted with ethyl acetate. The precipitate is filtered off, washed with ethyl acetate and diethyl ether and dried. 0.36 g (71%) of... Reactants: ClCC(=O)Cl (chloroacetyl chloride), C(C)(C)N(CC)C(C)C (diisopropylethyl amine), C(C)(C)(C)OC(=O)NCCNCC(COC1=C(C=CC=C1)OC)O ((tert-butoxy)-N-(2-{[2-hydroxy-3-(2-methoxyphenoxy)propyl]amino}ethyl)carboxamide). The solvent is C(Cl)Cl (DCM), C(Cl)Cl (DCM), C(Cl)Cl (DCM). Conditions: time 24 hour. Yields the product C(C)(C)(C)OC(=O)NCCN(C(CCl)=O)CC(COC1=C(C=CC=C1)OC)O (N-{2-[(tert-butoxy)carbonylamino]ethyl}-2-chloro-N[2-hydroxy-3-(2-methoxyphenoxy)propyl]acetamide). As a reaction SMILES: [C:1]([O:5][C:6]([NH:8][CH2:9][CH2:10][NH:11][CH2:12][CH:13]([OH:24])[CH2:14][O:15][C:16]1[CH:21]=[CH:20][CH:19]=[CH:18][C:17]=1[O:22][CH3:23])=[O:7])([CH3:4])([CH3:3])[CH3:2].C(N(C(C)C)CC)(C)C.[Cl:34][CH2:35][C:36](Cl)=[O:37]>C(Cl)Cl>[C:1]([O:5][C:6]([NH:8][CH2:9][CH2:10][N:11]([CH2:12][CH:13]([OH:24])[CH2:14][O:15][C:16]1[CH:21]=[CH:20][CH:19]=[CH:18][C:17]=1[O:22][CH3:23])[C:36](=[O:37])[CH2:35][Cl:34])=[O:7])([CH3:4])([CH3:3])[CH3:2]. Reported procedure: Compound 11 (1.0 g, 3.0 mmol) was dissolved in 20 mL DCM and treated with diisopropylethyl amine (0.76 g, 4.5 mmol). The mixture was cooled to ° C. To the cold mixture was added dropwise chloroacetyl chloride in 5 mL DCM. The reaction mixture was allowed to stir at RT for 24 h. The mixture was diluted with 50 mL DCM and washed with 50 mL of water and 10% citric acid. The organic layer was dried over MgSO4 and filtered. The solvent was evaporated under reduced pressure and the residue was crystal... Starting materials: ClC=1C(=C(C2=C(C(=NO2)C2=CC=CC=C2)C1)CCC)O (5-Chloro-6-hydroxy -3-phenyl-7-propyl-1,2-benzisoxazole), BrC(C(=O)OC)C1=CC=CC=C1 (methyl 2-bromo-2-phenylacetate). Product: ClC=1C(=C(C2=C(C(=NO2)C2=CC=CC=C2)C1)CCC)OC(C(=O)OC)C1=CC=CC=C1 (Methyl α-[[5-chloro-3-phenyl-7-propyl-1,2-benzisoxazol-6-yl]oxy]benzeneacetate). Reaction SMILES: [Cl:1][C:2]1[C:3]([OH:20])=[C:4]([CH2:17][CH2:18][CH3:19])[C:5]2[O:9][N:8]=[C:7]([C:10]3[CH:15]=[CH:14][CH:13]=[CH:12][CH:11]=3)[C:6]=2[CH:16]=1.Br[CH:22]([C:27]1[CH:32]=[CH:31][CH:30]=[CH:29][CH:28]=1)[C:23]([O:25][CH3:26])=[O:24]>>[Cl:1][C:2]1[C:3]([O:20][CH:22]([C:27]2[CH:32]=[CH:31][CH:30]=[CH:29][CH:28]=2)[C:23]([O:25][CH3:26])=[O:24])=[C:4]([CH2:17][CH2:18][CH3:19])[C:5]2[O:9][N:8]=[C:7]([C:10]3[CH:15]=[CH:14][CH:13]=[CH:12][CH:11]=3)[C:6]=2[CH:16]=1. Procedure details: The phenol of step 1 (0.25 g, 0.86 mmol) was coupled with commercially available methyl 2-bromo-2-phenylacetate (0.20 g, 0.86 mmol) as was described for example 9, step 5. The product was purified by chromatography on silica gel eluting with ethyl acetate:hexane (10:90). Reactants: BrC1=C(SC=C1)C=O (3-bromothiophene-2-carboxaldehyde), C1(=CC=CC=C1)S (thiophenol), C([O-])([O-])=O.[K+].[K+] (potassium carbonate). Run in C(C)O (ethanol). Reaction conditions: time 8 hour. The product is C1(=CC=CC=C1)SC1=C(SC=C1)C=O (3-(phenylthio)thiophene-2-carboxaldehyde). Isolated yield 91.7%. As a reaction SMILES: Br[C:2]1[CH:6]=[CH:5][S:4][C:3]=1[CH:7]=[O:8].[C:9]1([SH:15])[CH:14]=[CH:13][CH:12]=[CH:11][CH:10]=1.C(=O)([O-])[O-].[K+].[K+]>C(O)C>[C:9]1([S:15][C:2]2[CH:6]=[CH:5][S:4][C:3]=2[CH:7]=[O:8])[CH:14]=[CH:13][CH:12]=[CH:11][CH:10]=1 |f:2.3.4|. Procedure: To a stirred solution of 3-bromothiophene-2-carboxaldehyde (1.9 g, 10 mMol) in ethanol (15 mL) is added thiophenol (2.2 g, 20 mMol) and powdered potassium carbonate (3.04 g, 22 mMol). The mixture is stirred overnight and concentrated. The residue is partitioned between water and ether. The aqueous layer is washed with ether and the organics combined, dried(MgSO4) and concentrated. Purification by flash column (SiO2, eluted with 3% ethylacetate/hexanes) afforded the desired aldehyde (2.02 g, 92%)...